Dataset: the Open Reaction Database (ORD), a public repository of structured organic reaction records. Task: describe an organic reaction: reactants, conditions, products, and yield Starting materials: CC(C)(C)OC(=O)NCCCCBr, COC(=O)Cc1cc2ccc(O)cc2[nH]c1=O. The product is COC(=O)Cc1cc2ccc(OCCCCNC(=O)OC(C)(C)C)cc2[nH]c1=O. RXN SMILES: [C:1]([CH3:2])([CH3:3])([CH3:4])[O:5][C:6]([NH:7][CH2:8][CH2:9][CH2:10][CH2:11][Br:12])=[O:13].[CH3:14][O:15][C:16]([CH2:17][c:18]1[c:19](=[O:29])[nH:20][c:21]2[cH:22][c:23]([OH:28])[cH:24][cH:25][c:26]2[cH:27]1)=[O:30]>>[C:1]([CH3:2])([CH3:3])([CH3:4])[O:5][C:6]([NH:7][CH2:8][CH2:9][CH2:10][CH2:11][O:28][c:23]1[cH:22][c:21]2[nH:20][c:19](=[O:29])[c:18]([CH2:17][C:16]([O:15][CH3:14])=[O:30])[cH:27][c:26]2[cH:25][cH:24]1)=[O:13]. The reactants are CS(=O)(=O)Cl, ClCCl, COC(=O)c1cc(N)c(Cl)cc1F, c1ccncc1. Product: COC(=O)c1cc(NS(C)(=O)=O)c(Cl)cc1F. RXN SMILES: [CH3:20][S:21]([Cl:22])(=[O:23])=[O:24].[Cl:25][CH2:26][Cl:27].[NH2:1][c:2]1[c:3]([Cl:13])[cH:4][c:5]([F:12])[c:6]([C:7](=[O:8])[O:9][CH3:10])[cH:11]1.[cH:14]1[cH:15][cH:16][n:17][cH:18][cH:19]1>>[NH:1]([c:2]1[c:3]([Cl:13])[cH:4][c:5]([F:12])[c:6]([C:7](=[O:8])[O:9][CH3:10])[cH:11]1)[S:21]([CH3:20])(=[O:23])=[O:24]. The reactants are C[O-].[Na+] (sodium methoxide), C1(=CC=CC=C1)CC#N (phenylacetonitrile), pure product, C1(=CC=CC=C1)C (toluene), FC(C=1C=C(C=CC1)CC(=O)OC)(F)F (methyl (3-trifluoromethylphenyl)acetate). Run in CO (methanol). The product is C(#N)C(C(CC1=CC(=CC=C1)C(F)(F)F)=O)C1=CC=CC=C1 (1-Cyano-1-phenyl-3-(3-trifluoromethylphenyl)-2-propanone). Reaction SMILES: C[O-].[Na+].C1(C)C=CC=CC=1.[F:11][C:12]([F:25])([F:24])[C:13]1[CH:14]=[C:15]([CH2:19][C:20]([O:22]C)=O)[CH:16]=[CH:17][CH:18]=1.[C:26]1([CH2:32][C:33]#[N:34])[CH:31]=[CH:30][CH:29]=[CH:28][CH:27]=1>CO>[C:33]([CH:32]([C:26]1[CH:31]=[CH:30][CH:29]=[CH:28][CH:27]=1)[C:20](=[O:22])[CH2:19][C:15]1[CH:16]=[CH:17][CH:18]=[C:13]([C:12]([F:11])([F:25])[F:24])[CH:14]=1)#[N:34] |f:0.1|. Procedure: To a flame-dried flask was added 8.1 g. of sodium methoxide, 125 ml. of toluene and 21 ml. of methanol. The mixture was brought to reflux at 85°-87°, and to it was added dropwise a mixture of 22.8 g. of methyl (3-trifluoromethylphenyl)acetate and 12.9 g. of phenylacetonitrile. The apparatus was then set up for distillation, and the mixture was heated to 110°, removing about 46 ml. of distillate. The mixture was then cooled to about 12°, and to it was added 50 ml. of ice-water. The aqueous layer ... Reactants: CCOC(=O)CC(=O)OCC, ClC(Cl)(Cl)Cl, CCO, Cc1ccccc1, O=C(Cl)c1cc(F)c(F)c(F)c1F, [Mg], O=S(=O)(O)O. The product is CCOC(=O)C(C(=O)OCC)C(=O)c1cc(F)c(F)c(F)c1F. RXN SMILES: [C:2]([CH2:3][C:4](=[O:5])[O:6][CH2:7][CH3:8])(=[O:9])[O:10][CH2:11][CH3:12].[C:41]([Cl:42])([Cl:43])([Cl:44])[Cl:45].[CH3:31][CH2:32][OH:33].[CH3:34][c:35]1[cH:36][cH:37][cH:38][cH:39][cH:40]1.[F:13][c:14]1[c:15]([C:16](=[O:17])[Cl:18])[cH:19][c:20]([F:25])[c:21]([F:24])[c:22]1[F:23].[Mg:1].[S:26](=[O:27])(=[O:28])([OH:29])[OH:30]>>[C:2]([CH:3]([C:4](=[O:5])[O:6][CH2:7][CH3:8])[C:16]([c:15]1[c:14]([F:13])[c:22]([F:23])[c:21]([F:24])[c:20]([F:25])[cH:19]1)=[O:17])(=[O:9])[O:10][CH2:11][CH3:12]. Starting materials: C(C(C)(C)C)(=O)OCI (iodomethyl pivalate), NC=1SC=C(N1)/C(/C(=O)NC1[C@@H]2N(C(=C(CS2)C2COCC2)C(=S)[O-])C1=O)=N/OC.[Na+] (Sodium 7-[(Z)-2-(2-aminothiazol-4-yl)-2-methoxyiminoacetamido]-3-(tetrahydrofuran-3-yl)thio-3-cephem-4-carboxylate), O (water). Run in CN(C=O)C (dimethylformamide). Run at temperature -20 celsius. Yields the product NC=1SC=C(N1)/C(/C(=O)NC1[C@@H]2N(C(=C(CS2)C2COCC2)C(=S)OCOC(C(C)(C)C)=O)C1=O)=N/OC (pivaloyloxymethyl 7-[(Z)-2-(2-aminothiazol-4-yl)-2-methoxyiminoacetamido]-3-(tetrahydrofuran-3-yl)thio-3-cephem-4-carboxylate). The yield is 68.4%. As a reaction SMILES: [NH2:1][C:2]1[S:3][CH:4]=[C:5](/[C:7](=[N:28]/[O:29][CH3:30])/[C:8]([NH:10][CH:11]2[C:26](=[O:27])[N:13]3[C:14]([C:23]([O-:25])=[S:24])=[C:15]([CH:18]4[CH2:22][CH2:21][O:20][CH2:19]4)[CH2:16][S:17][C@H:12]23)=[O:9])[N:6]=1.[Na+].[C:32]([O:38][CH2:39]I)(=[O:37])[C:33]([CH3:36])([CH3:35])[CH3:34].O>CN(C)C=O>[NH2:1][C:2]1[S:3][CH:4]=[C:5](/[C:7](=[N:28]/[O:29][CH3:30])/[C:8]([NH:10][CH:11]2[C:26](=[O:27])[N:13]3[C:14]([C:23]([O:25][CH2:39][O:38][C:32](=[O:37])[C:33]([CH3:36])([CH3:35])[CH3:34])=[S:24])=[C:15]([CH:18]4[CH2:22][CH2:21][O:20][CH2:19]4)[CH2:16][S:17][C@H:12]23)=[O:9])[N:6]=1 |f:0.1|. Reported procedure: Sodium 7-[(Z)-2-(2-aminothiazol-4-yl)-2-methoxyiminoacetamido]-3-(tetrahydrofuran-3-yl)thio-3-cephem-4-carboxylate (80 mg) (as obtained in Example 1) was dissolved in dimethylformamide (1.6 ml) and the solution was cooled to -20° C. The solution, after addition of iodomethyl pivalate (77 mg) thereto, was stirred at a temperature of -20° to -10° C. for 30 minutes (for the esterification reaciton), after which cold water (5 ml) was added to the reaction solution. The resulting mixture was extracte... Yields the product FC(C(=O)O)(F)F.CNC(=O)CNCCCC1=NC(=NC(=C1)C1=CC(=CC=C1)C(F)(F)F)C#N (4-[3-(Methylcarbamoylmethyl-amino)-propyl]-6-(3-trifluoromethylphenyl)-pyrimidine-2-carbonitrile Trifluoroacetic Acid Salt), CNC(=O)CNCCCC1=NC(=NC(=C1)C1=CC(=CC=C1)C(F)(F)F)C#N (4-[3-(methylcarbamoylmethyl-amino)-propyl]-6-(3-trifluoromethylphenyl)-pyrimidine-2-carbonitrile). Procedure details: To a stirred solution of 4-(3-oxo-propyl)-6-(3-trifluoromethylphenyl)-pyrimidine-2-carbonitrile (50 mg) in methanol (1 mL) was added glycine methyl amide hydrochloride (41 mg) and acetic acid (12 μL). The mixture was stirred for 5 minutes then sodium triacetoxy borohydride (42 mg) was added and stirring was continued at room temperature overnight. Methanol was removed in vacuo and the resulting residue dissolved in DCM (20 mL) and washed with saturated sodium bicarbonate and water (1:1, 2×20 mL)... Reaction SMILES: O=[CH:2][CH2:3][CH2:4][C:5]1[CH:10]=[C:9]([C:11]2[CH:16]=[CH:15][CH:14]=[C:13]([C:17]([F:20])([F:19])[F:18])[CH:12]=2)[N:8]=[C:7]([C:21]#[N:22])[N:6]=1.Cl.[CH3:24][NH:25][C:26](=[O:29])[CH2:27][NH2:28].C(O)(=O)C.C(O[BH-](OC(=O)C)OC(=O)C)(=O)C.[Na+].[CH3:48][OH:49]>>[F:18][C:17]([F:20])([F:19])[C:48]([OH:29])=[O:49].[CH3:24][NH:25][C:26]([CH2:27][NH:28][CH2:2][CH2:3][CH2:4][C:5]1[CH:10]=[C:9]([C:11]2[CH:16]=[CH:15][CH:14]=[C:13]([C:17]([F:20])([F:19])[F:18])[CH:12]=2)[N:8]=[C:7]([C:21]#[N:22])[N:6]=1)=[O:29].[CH3:24][NH:25][C:26]([CH2:27][NH:28][CH2:2][CH2:3][CH2:4][C:5]1[CH:10]=[C:9]([C:11]2[CH:16]=[CH:15][CH:14]=[C:13]([C:17]([F:20])([F:19])[F:18])[CH:12]=2)[N:8]=[C:7]([C:21]#[N:22])[N:6]=1)=[O:29] |f:1.2,4.5,7.8|. Starting materials: C(C)(=O)O[BH-](OC(C)=O)OC(C)=O.[Na+] (sodium triacetoxy borohydride), O=CCCC1=NC(=NC(=C1)C1=CC(=CC=C1)C(F)(F)F)C#N (4-(3-oxo-propyl)-6-(3-trifluoromethylphenyl)-pyrimidine-2-carbonitrile), Cl.CNC(CN)=O (glycine methyl amide hydrochloride), C(C)(=O)O (acetic acid), CO (methanol). Reaction conditions: time 5 minute. Starting materials: Cl.N12CC(C(CC1)CC2)C(=O)Cl (3-quinuclidinecarbonyl chloride hydrochloride), BrC1=CC=C(N)C=C1 (4-bromoaniline), C(C)(C)N(C(C)C)CC (N,N-diisopropylethylamine). Solvent: CN(C)C=O (DMF). Reaction conditions: time 8 hour. The product is Cl.BrC1=CC=C(C=C1)NC(=O)C1CN2CCC1CC2 (N-(4-Bromophenyl)-1-azabicyclo[2.2.2]octane-3-carboxamide hydrochloride). Reaction SMILES: Cl.[N:2]12[CH2:9][CH2:8][CH:5]([CH2:6][CH2:7]1)[CH:4]([C:10]([Cl:12])=[O:11])[CH2:3]2.[Br:13][C:14]1[CH:20]=[CH:19][C:17]([NH2:18])=[CH:16][CH:15]=1.C(N(CC)C(C)C)(C)C>CN(C=O)C>[ClH:12].[Br:13][C:14]1[CH:20]=[CH:19][C:17]([NH:18][C:10]([CH:4]2[CH:5]3[CH2:8][CH2:9][N:2]([CH2:7][CH2:6]3)[CH2:3]2)=[O:11])=[CH:16][CH:15]=1 |f:0.1,5.6|. Reported procedure: 1.00 g (4.76 mmol) of 3-quinuclidinecarbonyl chloride hydrochloride is added at 0° C. to a solution of 900 mg (5.24 mmol) of 4-bromoaniline and 1.85 g (14.28 mmol) of N,N-diisopropylethylamine in about 10 ml of dry DMF. The mixture is stirred at room temperature overnight. Purification by preparative HPLC is followed by chromatography again on silica gel (mobile phase: dichloromethane/methanol/triethylamine 80:20:2). The product is dissolved in methanol and mixed with 1N HCl in methanol. Finally... Starting materials: [BH4-].[Na+] (sodium borohydride), COCOC1=C(C=CC(=C1)OCOC)C1CC(CCC1)=NO ((±)-3-[2,4-bis(methoxymethoxy)phenyl]cyclohexanone oxime), O (water). Reagents/catalysts: O.O.O.O.O.O.[Ni](Cl)Cl (Nickel chloride hexahydrate). Run in CO (methanol). Conditions: time 0.5 hour. Yields the product COCOC1=C(C=CC(=C1)OCOC)C1CC(CCC1)N ((±)-3-[2,4-Bis(methoxymethoxy)phenyl]cyclohexylamine). Yield: 64.9%. RXN SMILES: [BH4-].[Na+].[CH3:3][O:4][CH2:5][O:6][C:7]1[CH:12]=[C:11]([O:13][CH2:14][O:15][CH3:16])[CH:10]=[CH:9][C:8]=1[CH:17]1[CH2:22][CH2:21][CH2:20][C:19](=[N:23]O)[CH2:18]1.O>CO.O.O.O.O.O.O.[Ni](Cl)Cl>[CH3:3][O:4][CH2:5][O:6][C:7]1[CH:12]=[C:11]([O:13][CH2:14][O:15][CH3:16])[CH:10]=[CH:9][C:8]=1[CH:17]1[CH2:22][CH2:21][CH2:20][CH:19]([NH2:23])[CH2:18]1 |f:0.1,5.6.7.8.9.10.11|. Procedure details: Nickel chloride hexahydrate (77 mg) and sodium borohydride (24 mg) were added to a stirred solution of (±)-3-[2,4-bis(methoxymethoxy)phenyl]cyclohexanone oxime (50 mg) in methanol (2 ml). After 0.5 hr, water was added until effervescence ceased, the reaction mixture was filtered, and the residue was washed thoroughly with methanol. The combined filtrate and washings were evaporated in vacuo and the crude residue was purified by flash column chromatography (SiO2, dichloromethane/methanol, 9:1 v/v... Starting materials: CN(C)CC1C=Cc2cc([N+](=O)[O-])ccc2CC1, CCOC(=O)Cl, c1ccccc1. The product is CCOC(=O)N(C)CC1C=Cc2cc([N+](=O)[O-])ccc2CC1. Reaction SMILES: [CH3:7][N:8]([CH2:9][CH:10]1[CH2:11][CH2:12][c:13]2[c:14]([cH:17][c:18]([N+:21](=[O:22])[O-:23])[cH:19][cH:20]2)[CH:15]=[CH:16]1)[CH3:24].[Cl:1][C:2](=[O:3])[O:4][CH2:5][CH3:6].[cH:25]1[cH:26][cH:27][cH:28][cH:29][cH:30]1>>[C:2](=[O:3])([O:4][CH2:5][CH3:6])[N:8]([CH3:7])[CH2:9][CH:10]1[CH2:11][CH2:12][c:13]2[c:14]([cH:17][c:18]([N+:21](=[O:22])[O-:23])[cH:19][cH:20]2)[CH:15]=[CH:16]1. Reactants: CC=1NC2=CC=CC=C2C1C(=C)C=1C=NC=CC1 (1-(2-methyl-3-indolyl)-1-(3-pyridyl)ethylene), Heterocyclic. Reagents/catalysts: [Pd] (palladium-on-charcoal). The solvent is C(C)O (ethanol). Yields the product CC=1NC2=CC=CC=C2C1C(C)C=1C=NC=CC1 (2-methyl-3-[1-(3-pyridyl)ethyl]indole). Yield: 60.7%. Reaction SMILES: [CH3:1][C:2]1[NH:3][C:4]2[C:9]([C:10]=1[C:11]([C:13]1[CH:14]=[N:15][CH:16]=[CH:17][CH:18]=1)=[CH2:12])=[CH:8][CH:7]=[CH:6][CH:5]=2>C(O)C.[Pd]>[CH3:1][C:2]1[NH:3][C:4]2[C:9]([C:10]=1[CH:11]([C:13]1[CH:14]=[N:15][CH:16]=[CH:17][CH:18]=1)[CH3:12])=[CH:8][CH:7]=[CH:6][CH:5]=2. Procedure: A solution consisting of 1-(2-methyl-3-indolyl)-1-(3-pyridyl)ethylene (9.37 g.), prepared according to the procedure described in the Journal of Heterocyclic Chemistry, Vol. 9, p. 833 (1972), dissolved in ethanol (200 ml.) was hydrogenated at 2.5 atmospheric pressure in the presence of 10% palladium-on-charcoal catalyst. The resulting reaction mixture was then filtered to remove the catalyst and the filtrate subsequently evaporated under reduced pressure to afford a residue. Crystallization of t...